From a dataset of the Open Reaction Database (ORD), a public repository of structured organic reaction records. describe an organic reaction: reactants, conditions, products, and yield Reactants: C[Si](C)(C)[N-][Si](C)(C)C.[Na+] (sodium bis(trimethylsilyl)amide), N1(CCOCC1)C=1N=C(NC(C1)=O)CC(=O)OCC (ethyl [4-(morpholin-4-yl)-6-oxo-1,6-dihydropyrimidin-2-yl]acetate), C1(=CC=CC=C1)B(O)O (phenylboronic acid). Reagents/catalysts: CN(C1=CC=NC=C1)C (4-dimethylaminopyridine), C(C)(=O)[O-].[Cu+2].C(C)(=O)[O-] (copper(11) acetate). Solvent: C1(=CC=CC=C1)C (toluene), C1(=CC=CC=C1)C (toluene). Run at temperature 95 celsius. Yields the product N1(CCOCC1)C=1N=C(N(C(C1)=O)C1=CC=CC=C1)CC(=O)OCC (ethyl (4-morpholin-4-yl-6-oxo-1-phenyl-1,6-dihydropyrimidin-2-yl)acetate). The yield is 5.1%. Reaction SMILES: C[Si]([N-][Si](C)(C)C)(C)C.[Na+].[N:11]1([C:17]2[N:18]=[C:19]([CH2:24][C:25]([O:27][CH2:28][CH3:29])=[O:26])[NH:20][C:21](=[O:23])[CH:22]=2)[CH2:16][CH2:15][O:14][CH2:13][CH2:12]1.[C:30]1(B(O)O)[CH:35]=[CH:34][CH:33]=[CH:32][CH:31]=1>C1(C)C=CC=CC=1.CN(C)C1C=CN=CC=1.C([O-])(=O)C.[Cu+2].C([O-])(=O)C>[N:11]1([C:17]2[N:18]=[C:19]([CH2:24][C:25]([O:27][CH2:28][CH3:29])=[O:26])[N:20]([C:30]3[CH:35]=[CH:34][CH:33]=[CH:32][CH:31]=3)[C:21](=[O:23])[CH:22]=2)[CH2:12][CH2:13][O:14][CH2:15][CH2:16]1 |f:0.1,6.7.8|. Procedure: 6.24 ml of 0.6 M sodium bis(trimethylsilyl)amide in toluene are added to a suspension of 1 g of ethyl [4-(morpholin-4-yl)-6-oxo-1,6-dihydropyrimidin-2-yl]acetate (obtained in step 1d of example 1d), 912 mg of phenylboronic acid, 680 mg of copper(11) acetate and 1.37 g of 4-dimethylaminopyridine in 12 ml of toluene. The reaction mixture is heated at 95° C. for 16 hours under a stream of dry air, and then filtered through celite. The filtrate is concentrated under reduced pressure and the residue ... Reactants: ClC1=CC=C(C(N2CCN(CC2)C)C=2C=C(/C=C/C(=O)OC)C=CC2)C=C1 (methyl (E)-3 -(4-chloro-α-(4-methyl-1-piperazinyl)benzyl)cinnamate). The solvent is CO (methanol), [OH-].[K+] (potassium hydroxide). Conditions: time 8 hour. Yields the product ClC1=CC=C(C(N2CCN(CC2)C)C=2C=C(/C=C/C(=O)O)C=CC2)C=C1 ((E)-3-(4-chloro-α-(4-methyl-1-piperazinyl)benzyl)cinnamic acid). Yield: 46.0%. RXN SMILES: [Cl:1][C:2]1[CH:27]=[CH:26][C:5]([CH:6]([C:14]2[CH:15]=[C:16]([CH:23]=[CH:24][CH:25]=2)/[CH:17]=[CH:18]/[C:19]([O:21]C)=[O:20])[N:7]2[CH2:12][CH2:11][N:10]([CH3:13])[CH2:9][CH2:8]2)=[CH:4][CH:3]=1>CO.[OH-].[K+]>[Cl:1][C:2]1[CH:3]=[CH:4][C:5]([CH:6]([C:14]2[CH:15]=[C:16]([CH:23]=[CH:24][CH:25]=2)/[CH:17]=[CH:18]/[C:19]([OH:21])=[O:20])[N:7]2[CH2:12][CH2:11][N:10]([CH3:13])[CH2:9][CH2:8]2)=[CH:26][CH:27]=1 |f:2.3|. Procedure details: The ester from above (1.05 g, 2.73 mmol) was dissolved in 20 mL of methanol with 8 mL of 1M potassium hydroxide and stirred overnight at room temperature. The methanol was removed in vacuo and the remaining aqueous solution was extracted with two 15 mL portions of ether. The aqueous layer was adjusted to a pH of 7 with 1M hydrochloric acid. The solution was chilled and the white powdery precipitate was collected by filtration to give 504 mg (46%) of (E)-3-(4-chloro-α-(4-methyl-1-piperazinyl)benz... The reactants are C1CCC2=CC(=CC=C12)NC1CCN(CC1)CC1=CC(=NC=C1)C1=CC(=C(C(=C1)OC)OC)OC (4-(5-Indanylamino)-1-[[2-(3,4,5-trimethoxyphenyl)pyridin-4-yl]methyl]piperidine), ClCC=1C(=NC=CC1)C1=CC(=C(C(=C1)OC)OC)OC (3-chloromethyl-2-(3,4,5-trimethoxyphenyl)pyridine). The product is Cl.Cl.Cl.C1CCC2=CC(=CC=C12)N(CC=1C(=NC=CC1)C1=CC(=C(C(=C1)OC)OC)OC)C1CCN(CC1)CC1=CC(=NC=C1)C1=CC(=C(C(=C1)OC)OC)OC (4-[N-(Indan-5-yl)-N-[[2-(3,4,5-trimethoxyphenyl)pyridin-3-yl]methyl]amino]-1-[[2-(3,4,5-trimethoxyphenyl)pyridin-4-yl]methyl]piperidine Trihydrochloride). As a reaction SMILES: [CH2:1]1[C:9]2[C:4](=[CH:5][C:6]([NH:10][CH:11]3[CH2:16][CH2:15][N:14]([CH2:17][C:18]4[CH:23]=[CH:22][N:21]=[C:20]([C:24]5[CH:29]=[C:28]([O:30][CH3:31])[C:27]([O:32][CH3:33])=[C:26]([O:34][CH3:35])[CH:25]=5)[CH:19]=4)[CH2:13][CH2:12]3)=[CH:7][CH:8]=2)[CH2:3][CH2:2]1.[Cl:36][CH2:37][C:38]1[C:39]([C:44]2[CH:49]=[C:48]([O:50][CH3:51])[C:47]([O:52][CH3:53])=[C:46]([O:54][CH3:55])[CH:45]=2)=[N:40][CH:41]=[CH:42][CH:43]=1>>[ClH:36].[ClH:36].[ClH:36].[CH2:1]1[C:9]2[C:4](=[CH:5][C:6]([N:10]([CH:11]3[CH2:12][CH2:13][N:14]([CH2:17][C:18]4[CH:23]=[CH:22][N:21]=[C:20]([C:24]5[CH:29]=[C:28]([O:30][CH3:31])[C:27]([O:32][CH3:33])=[C:26]([O:34][CH3:35])[CH:25]=5)[CH:19]=4)[CH2:15][CH2:16]3)[CH2:37][C:38]3[C:39]([C:44]4[CH:49]=[C:48]([O:50][CH3:51])[C:47]([O:52][CH3:53])=[C:46]([O:54][CH3:55])[CH:45]=4)=[N:40][CH:41]=[CH:42][CH:43]=3)=[CH:7][CH:8]=2)[CH2:3][CH2:2]1 |f:2.3.4.5|. Procedure: 4-(5-Indanylamino)-1-[[2-(3,4,5-trimethoxyphenyl)pyridin-4-yl]methyl]piperidine (142 mg) and 3-chloromethyl-2-(3,4,5-trimethoxyphenyl)pyridine (114 mg) were condensed in the same manner as described in Example 9. The title compound was obtained as yellow powder after converting a free base to a trihydrochloride. Starting materials: ClC1=NC=2N(C(=C1)NC1CC1)N=CC2C=O (5-chloro-7-(cyclopropylamino)pyrazolo[1,5-a]pyrimidine-3-carbaldehyde), ClC=1C=C(N)C=CC1 (3-chloroaniline). Isolated yield 10.6%. The product is ClC=1C=C(C=CC1)NC1=NC=2N(C(=C1)NC1CC1)N=CC2C=O (5-(3-chlorophenylamino)-7-(cyclopropylamino)pyrazolo[1,5-a]pyrimidine-3-carbaldehyde). Run at temperature 120 celsius. Run in O1CCOCC1 (1,4-dioxane). Reported procedure: To 5-chloro-7-(cyclopropylamino)pyrazolo[1,5-a]pyrimidine-3-carbaldehyde (177 mg, 0.75 mmol) in 1,4-dioxane was added 3-chloroaniline (397 μl, 3.75 mmol). The mixture was heated in microwave at 120° C. for 60 minutes. The precipitate was filtered off, and the filtrate was purified by prep TLC (1% MeOH/DCM) to yield 26 mg (11% yield) of 5-(3-chlorophenylamino)-7-(cyclopropylamino)pyrazolo[1,5-a]pyrimidine-3-carbaldehyde. LCMS (M+1=328) RXN SMILES: Cl[C:2]1[CH:7]=[C:6]([NH:8][CH:9]2[CH2:11][CH2:10]2)[N:5]2[N:12]=[CH:13][C:14]([CH:15]=[O:16])=[C:4]2[N:3]=1.[Cl:17][C:18]1[CH:19]=[C:20]([CH:22]=[CH:23][CH:24]=1)[NH2:21]>O1CCOCC1>[Cl:17][C:18]1[CH:19]=[C:20]([NH:21][C:2]2[CH:7]=[C:6]([NH:8][CH:9]3[CH2:11][CH2:10]3)[N:5]3[N:12]=[CH:13][C:14]([CH:15]=[O:16])=[C:4]3[N:3]=2)[CH:22]=[CH:23][CH:24]=1. The reactants are CCCCP(=CC#N)(CCCC)CCCC, Cc1ccccc1, C=COCCCCO, O=S(=O)(Cc1cc(F)ccc1F)c1ccc(Cl)cc1. Product: C=COCCCCC(c1cc(F)ccc1F)S(=O)(=O)c1ccc(Cl)cc1. RXN SMILES: [C:28]([CH:29]=[P:30]([CH2:31][CH2:32][CH2:33][CH3:34])([CH2:35][CH2:36][CH2:37][CH3:38])[CH2:39][CH2:40][CH2:41][CH3:42])#[N:43].[CH3:44][c:45]1[cH:46][cH:47][cH:48][cH:49][cH:50]1.[CH:20](=[CH2:21])[O:22][CH2:23][CH2:24][CH2:25][CH2:26][OH:27].[Cl:1][c:2]1[cH:3][cH:4][c:5]([S:8](=[O:9])(=[O:10])[CH2:11][c:12]2[c:13]([F:19])[cH:14][cH:15][c:16]([F:18])[cH:17]2)[cH:6][cH:7]1>>[Cl:1][c:2]1[cH:3][cH:4][c:5]([S:8](=[O:9])(=[O:10])[CH:11]([c:12]2[c:13]([F:19])[cH:14][cH:15][c:16]([F:18])[cH:17]2)[CH2:26][CH2:25][CH2:24][CH2:23][O:22][CH:20]=[CH2:21])[cH:6][cH:7]1.